Task: describe an organic reaction: reactants, conditions, products, and yield. Dataset: the Open Reaction Database (ORD), a public repository of structured organic reaction records Reactants: COC1=C(C=O)C=CC=C1OC (2,3-Dimethoxy-benzaldehyd), [N+](=O)(O)[O-] (nitric acid). Solvent: O (water). Conditions: time 5 minute. Product: COC1=C(C=O)C(=CC=C1OC)[N+](=O)[O-] (2,3-Dimethoxy-6-nitro-benzaldehyd). RXN SMILES: [CH3:1][O:2][C:3]1[C:10]([O:11][CH3:12])=[CH:9][CH:8]=[CH:7][C:4]=1[CH:5]=[O:6].[N+:13]([O-])([OH:15])=[O:14]>O>[CH3:1][O:2][C:3]1[C:10]([O:11][CH3:12])=[CH:9][CH:8]=[C:7]([N+:13]([O-:15])=[O:14])[C:4]=1[CH:5]=[O:6]. Procedure: 50.0 g (301 mmol) 2,3-Dimethoxy-benzaldehyd (Aldrich) were slowly added to nitric acid at 0° C. The reaction mixture was stirred for 5 minutes, diluted with water until no further precipitate was obtained. After filtration the residue was washed with methanol. Yields the product COC1=C(C(=C(C(=C1OCOC)CCCC)OC)OCOC)CCCCCC1=C(C(=C(C(=C1OCOC)OC)CCOCOC)OCOC)OC (1-[2,5-dimethoxy-4-butyl-3,6-bis(methoxymethoxy)phenyl]-5-[2,5-dimethoxy-3,6-bis(methoxymethoxy)4-(2-methoxymethyloxyethyl)phenyl]pentane). As a reaction SMILES: [CH3:1][O:2][C:3]1[C:8]([O:9][CH2:10][O:11][CH3:12])=[CH:7][C:6]([O:13][CH3:14])=[C:5]([O:15][CH2:16][O:17][CH3:18])[C:4]=1[CH2:19][CH2:20][CH2:21][CH2:22][CH2:23][C:24]1[C:29]([O:30][CH2:31][O:32][CH3:33])=[C:28]([O:34][CH3:35])[C:27]([CH2:36][CH2:37][O:38][CH2:39][O:40][CH3:41])=[C:26]([O:42][CH2:43][O:44][CH3:45])[C:25]=1[O:46][CH3:47].CN(C)CCN(C)C.[CH2:56]([Li])[CH2:57][CH2:58][CH3:59].C(I)CCC>C1(C)C=CC=CC=1.CN(C)P(=O)(N(C)C)N(C)C.C(OCC)C>[CH3:1][O:2][C:3]1[C:8]([O:9][CH2:10][O:11][CH3:12])=[C:7]([CH2:56][CH2:57][CH2:58][CH3:59])[C:6]([O:13][CH3:14])=[C:5]([O:15][CH2:16][O:17][CH3:18])[C:4]=1[CH2:19][CH2:20][CH2:21][CH2:22][CH2:23][C:24]1[C:29]([O:30][CH2:31][O:32][CH3:33])=[C:28]([O:34][CH3:35])[C:27]([CH2:36][CH2:37][O:38][CH2:39][O:40][CH3:41])=[C:26]([O:42][CH2:43][O:44][CH3:45])[C:25]=1[O:46][CH3:47]. The reactants are COC1=C(C(=C(C=C1OCOC)OC)OCOC)CCCCCC1=C(C(=C(C(=C1OCOC)OC)CCOCOC)OCOC)OC (1-[2,5-dimethoxy-3,6-bis(methoxymethoxy)phenyl]-5-[2,5-dimethoxy-3,6-bis(methoxymethoxy)-4-(2-methoxymethyloxyethyl)phenyl]pentane), C(CCC)I (n-butyl iodide), CN(CCN(C)C)C (N,N,N',N'-tetramethylethylenediamine), C(CCC)[Li] (n-butyllithium). Solvent: C1(=CC=CC=C1)C (toluene), CN(P(N(C)C)(N(C)C)=O)C (hexamethylphosphoric triamide), C(C)OCC (diethyl ether). Conditions: temperature -78 celsius, time 4 hour. Reported procedure: 550 Milligrams of 1-[2,5-dimethoxy-3,6-bis(methoxymethoxy)phenyl]-5-[2,5-dimethoxy-3,6-bis(methoxymethoxy)-4-(2-methoxymethyloxyethyl)phenyl]pentane was dissolved in a mixed solvent of 8 ml of toluene with 2 ml of hexamethylphosphoric triamide, to this solution was added 0.12 ml of N,N,N',N'-tetramethylethylenediamine and the whole mixture was cooled to -78° C. in a dry ice-acetone bath, then 0.64 ml of n-butyllithium was added to the reaction mixture. 15 Minutes later, 0.16 ml of n-butyl iodide...